From a dataset of the Open Reaction Database (ORD), a public repository of structured organic reaction records. describe an organic reaction: reactants, conditions, products, and yield Starting materials: CCOCC, CCCCCC, [O-]Cl, Cl, [Na+], O, Cc1c(O)cccc1C(=O)O. Product: Cc1c(C(=O)O)ccc(Cl)c1O. RXN SMILES: [CH2:22]([O:23][CH2:24][CH3:25])[CH3:26].[CH3:16][CH2:17][CH2:18][CH2:19][CH2:20][CH3:21].[Cl:12][O-:13].[ClH:15].[Na+:14].[OH2:27].[OH:1][c:2]1[c:3]([CH3:11])[c:4]([C:5](=[O:6])[OH:7])[cH:8][cH:9][cH:10]1>>[OH:1][c:2]1[c:3]([CH3:11])[c:4]([C:5](=[O:6])[OH:7])[cH:8][cH:9][c:10]1[Cl:12].